This data is from the Open Reaction Database (ORD), a public repository of structured organic reaction records. The task is: describe an organic reaction: reactants, conditions, products, and yield Product: CC=1C=C(C=CC1C=C)C1=NOC(=N1)C1=C(C(=NO1)C1=CC=CC=C1)C(F)(F)F (3-(3-methyl-4-vinylphenyl)-5-(3-phenyl-4-(trifluoromethyl)isoxazol-5-yl)-1,2,4-oxadiazole). Procedure details: To a solution of 3-(4-iodo-3-methylphenyl)-5-(3-phenyl-4-(trifluoromethyl)isoxazol-5-yl)-1,2,4-oxadiazole (1.45 g, 2.92 mmol) in dioxane (5 mL) in a sealed tube was added sequentially tributyl(vinyl)stannane (0.942 mL, 3.21 mmol) and lithium chloride (0.371 g, 8.75 mmol). The mixture was degassed under reduced pressure and charged with nitrogen (2×). To the mixture was added tetrakis(triphenylphosphine) palladium(0) (0.337 g, 0.292 mmol), and the mixture was stirred under a strong stream of nitr... Reactants: IC1=C(C=C(C=C1)C1=NOC(=N1)C1=C(C(=NO1)C1=CC=CC=C1)C(F)(F)F)C (3-(4-iodo-3-methylphenyl)-5-(3-phenyl-4-(trifluoromethyl)isoxazol-5-yl)-1,2,4-oxadiazole), C(CCC)[Sn](C=C)(CCCC)CCCC (tributyl(vinyl)stannane), [Cl-].[Li+] (lithium chloride). The reagents and catalysts are [Pd].C1(=CC=CC=C1)P(C1=CC=CC=C1)C1=CC=CC=C1.C1(=CC=CC=C1)P(C1=CC=CC=C1)C1=CC=CC=C1.C1(=CC=CC=C1)P(C1=CC=CC=C1)C1=CC=CC=C1.C1(=CC=CC=C1)P(C1=CC=CC=C1)C1=CC=CC=C1 (tetrakis(triphenylphosphine) palladium(0)). Yield: 44.3%. The solvent is O1CCOCC1 (dioxane), C(C)(=O)OCC (ethyl acetate). Reaction conditions: time 5 minute. RXN SMILES: I[C:2]1[CH:7]=[CH:6][C:5]([C:8]2[N:12]=[C:11]([C:13]3[O:17][N:16]=[C:15]([C:18]4[CH:23]=[CH:22][CH:21]=[CH:20][CH:19]=4)[C:14]=3[C:24]([F:27])([F:26])[F:25])[O:10][N:9]=2)=[CH:4][C:3]=1[CH3:28].[CH2:29]([Sn](CCCC)(CCCC)C=C)[CH2:30]CC.[Cl-].[Li+]>O1CCOCC1.C(OCC)(=O)C.[Pd].C1(P(C2C=CC=CC=2)C2C=CC=CC=2)C=CC=CC=1.C1(P(C2C=CC=CC=2)C2C=CC=CC=2)C=CC=CC=1.C1(P(C2C=CC=CC=2)C2C=CC=CC=2)C=CC=CC=1.C1(P(C2C=CC=CC=2)C2C=CC=CC=2)C=CC=CC=1>[CH3:28][C:3]1[CH:4]=[C:5]([C:8]2[N:12]=[C:11]([C:13]3[O:17][N:16]=[C:15]([C:18]4[CH:23]=[CH:22][CH:21]=[CH:20][CH:19]=4)[C:14]=3[C:24]([F:27])([F:26])[F:25])[O:10][N:9]=2)[CH:6]=[CH:7][C:2]=1[CH:29]=[CH2:30] |f:2.3,6.7.8.9.10|. The reactants are C(=O)([O-])[O-].[K+].[K+] (K2CO3), NC1=CC=C(C(=O)N)C=C1 (4-amino-benzamide), Teflon, C(CCC)C1=CC=C(C=C1)Cl (4-n-butyl-chlorobenzene), aryl chloride. The reagents and catalysts are C=1C=CC(=CC1)/C=C/C(=O)/C=C/C2=CC=CC=C2.C=1C=CC(=CC1)/C=C/C(=O)/C=C/C2=CC=CC=C2.C=1C=CC(=CC1)/C=C/C(=O)/C=C/C2=CC=CC=C2.[Pd].[Pd] (Pd2(dba)3), CC1=CC=C(C=C1)C(C(C(C)C)=O)C1=CC=C(C=C1)C (1,1-Bis(4-methylphenyl)-3-methyl-2-butanone). Run in CC(C)(C)O (t-BuOH), CC(C)(C)O (t-BuOH). Conditions: temperature 110 celsius. The product is C(CCC)C1=CC=C(C=C1)NC1=CC=C(C(=O)N)C=C1 (4-(4-Butyl-phenylamino)-benzamide). Yield: 87.6%. Reaction SMILES: C([O-])([O-])=O.[K+].[K+].[NH2:7][C:8]1[CH:16]=[CH:15][C:11]([C:12]([NH2:14])=[O:13])=[CH:10][CH:9]=1.[CH2:17]([C:21]1[CH:26]=[CH:25][C:24](Cl)=[CH:23][CH:22]=1)[CH2:18][CH2:19][CH3:20]>C1C=CC(/C=C/C(/C=C/C2C=CC=CC=2)=O)=CC=1.C1C=CC(/C=C/C(/C=C/C2C=CC=CC=2)=O)=CC=1.C1C=CC(/C=C/C(/C=C/C2C=CC=CC=2)=O)=CC=1.[Pd].[Pd].CC1C=CC(C(C2C=CC(C)=CC=2)C(=O)C(C)C)=CC=1.CC(O)(C)C>[CH2:17]([C:21]1[CH:26]=[CH:25][C:24]([NH:7][C:8]2[CH:16]=[CH:15][C:11]([C:12]([NH2:14])=[O:13])=[CH:10][CH:9]=2)=[CH:23][CH:22]=1)[CH2:18][CH2:19][CH3:20] |f:0.1.2,5.6.7.8.9|. Reported procedure: An oven-dried resealable Schlenk flask was evacuated and backfilled with argon. The flask was charged with Pd2(dba)3 (4.6 mg, 0.005 mmol, 1 mol % Pd), Ligand 1 (9.4 mg, 0.02 mmol, 2 mol %), ground K2CO3 (193 mg, 1.4 mmol), and 4-amino-benzamide (163 mg, 1.2 mmol). The flask was evacuated and backfilled with argon (3×) and then capped with a rubber septum. To the flask was added t-BuOH (1.5 mL), 4-n-butyl-chlorobenzene (168 mg, 1.0 mmol) and t-BuOH (0.5 mL). The septum was replaced with a Teflon ... The reactants are FC(C(=O)O)(F)F (trifluoroacetic acid), C(C)[SiH](CC)CC (triethylsilane), C1(=CC=CC=C1)C(C1=CC=CC=C1)OC(=O)C=1N2C([C@@H](C2CCC1SC=1SC(=NN1)N)NC(\C(=N/OC(C1=CC=CC=C1)(C1=CC=CC=C1)C1=CC=CC=C1)\C=1N=C(SC1Cl)N)=O)=O ((7R)-7-[(Z)-2-(2-amino-5-chlorothiazol-4-yl)-2-(triphenylmethoxyimino]acetamido]-3-[5-amino-1,3,4-thiadiazol-2-ylthio]-8-oxo-1-aza-bicyclo[4.2.0]oct-2-ene-2-carboxylate diphenylmethyl ester). Solvent: ClCCl (dichloromethane). Run at temperature 0 celsius, time 3 hour. Yields the product NC=1SC(=C(N1)/C(/C(=O)N[C@@H]1C2CCC(=C(N2C1=O)C(=O)O)SC=1SC(=NN1)N)=N/O)Cl ((7R)-7-[(Z) 2-(2-amino-5-chlorothiazol-4-yl)-2-(hydroxyimino]acetamido]-3-[5-amino-1,3,4-thiadiazol-2-ylthio]-8-oxo-1-aza-bicyclo[4.2.0]oct-2-ene-2-carboxylic acid). RXN SMILES: FC(F)(F)C(O)=O.C([SiH](CC)CC)C.C1(C([O:28][C:29]([C:31]2[N:32]3[CH:35]([CH2:36][CH2:37][C:38]=2[S:39][C:40]2[S:41][C:42]([NH2:45])=[N:43][N:44]=2)[C@@H:34]([NH:46][C:47](=[O:77])/[C:48](/[C:70]2[N:71]=[C:72]([NH2:76])[S:73][C:74]=2[Cl:75])=[N:49]\[O:50]C(C2C=CC=CC=2)(C2C=CC=CC=2)C2C=CC=CC=2)[C:33]3=[O:78])=[O:30])C2C=CC=CC=2)C=CC=CC=1>ClCCl>[NH2:76][C:72]1[S:73][C:74]([Cl:75])=[C:70](/[C:48](=[N:49]/[OH:50])/[C:47]([NH:46][C@H:34]2[C:33](=[O:78])[N:32]3[CH:35]2[CH2:36][CH2:37][C:38]([S:39][C:40]2[S:41][C:42]([NH2:45])=[N:43][N:44]=2)=[C:31]3[C:29]([OH:30])=[O:28])=[O:77])[N:71]=1. Reported procedure: A solution of trifluoroacetic acid (10 mL), triethylsilane (5 mL) and dichloromethane (10 mL) was cooled to 0° C. and (7R)-7-[(Z)-2-(2-amino-5-chlorothiazol-4-yl)-2-(triphenylmethoxyimino]acetamido]-3-[5-amino-1,3,4-thiadiazol-2-ylthio]-8-oxo-1-aza-bicyclo[4.2.0]oct-2-ene-2-carboxylate diphenylmethyl ester from the previous step (2.3 g) was added in portions. The reaction mixture was stirred for 3 hours at 0° C., allowed to warm up to room temperature and evaporated to dryness. The residue was t... Reactants: Cc1ccccc1, BrP(Br)Br, OCC(=CF)c1ccccc1. The product is FC=C(CBr)c1ccccc1. Reaction SMILES: [CH3:16][c:17]1[cH:18][cH:19][cH:20][cH:21][cH:22]1.[P:1]([Br:2])([Br:3])[Br:4].[c:5]1([C:11]([CH2:12][OH:13])=[CH:14][F:15])[cH:6][cH:7][cH:8][cH:9][cH:10]1>>[Br:2][CH2:12][C:11]([c:5]1[cH:6][cH:7][cH:8][cH:9][cH:10]1)=[CH:14][F:15]. The reactants are Cl (hydrochloric acid), C(C)(C)(C)C=1C=C(C(C1)=C(C1=CC(=CC=C1)C(F)(F)F)C1=CC(=CC=C1)C(F)(F)F)C (3-tert-butyl-1-methyl-6,6-di(3-trifluoromethyl-phenyl)fulvene), C1=CC=CC=2C3=CC=CC=C3CC12 (fluorene), C(CCC)[Li].CCCCCC (n-butyl lithium hexane). The solvent is C(C)OCC (diethyl ether), C(C)OCC (diethylether). The product is C(C)(C)(C)C1=CC(C(=C1)C)C(C1=CC(=CC=C1)C(F)(F)F)(C1=CC(=CC=C1)C(F)(F)F)C1=CC=CC=2C3=CC=CC=C3CC12 ((3-tert-butyl-5-methyl-cyclopentadienyl)(fluorenyl)di(3-trifluoromethyl-phenyl)methane), solid. The yield is 31.0%. As a reaction SMILES: [CH:1]1[C:13]2[CH2:12][C:11]3[C:6](=[CH:7][CH:8]=[CH:9][CH:10]=3)[C:5]=2[CH:4]=[CH:3][CH:2]=1.C([Li])CCC.CCCCCC.[C:25]([C:29]1[CH:30]=[C:31]([CH3:55])[C:32](=[C:34]([C:45]2[CH:50]=[CH:49][CH:48]=[C:47]([C:51]([F:54])([F:53])[F:52])[CH:46]=2)[C:35]2[CH:40]=[CH:39][CH:38]=[C:37]([C:41]([F:44])([F:43])[F:42])[CH:36]=2)[CH:33]=1)([CH3:28])([CH3:27])[CH3:26].Cl>C(OCC)C>[C:25]([C:29]1[CH:30]=[C:31]([CH3:55])[CH:32]([C:34]([C:1]2[C:13]3[CH2:12][C:11]4[C:6](=[CH:7][CH:8]=[CH:9][CH:10]=4)[C:5]=3[CH:4]=[CH:3][CH:2]=2)([C:35]2[CH:40]=[CH:39][CH:38]=[C:37]([C:41]([F:42])([F:43])[F:44])[CH:36]=2)[C:45]2[CH:50]=[CH:49][CH:48]=[C:47]([C:51]([F:54])([F:53])[F:52])[CH:46]=2)[CH:33]=1)([CH3:26])([CH3:27])[CH3:28] |f:1.2|. Procedure details: In a 200 ml three-necked flask equipped with a magnetic stirrer chip and three-way cock thoroughly purged with nitrogen, 1.44 g of fluorene (8.69 mmol) was dissolved in 60 ml of dehydrated diethylether in a nitrogen atmosphere. To the solution, 5.8 ml of n-butyl lithium/hexane solution (1.58M: 9.16 mmol) was gradually added dropwise in an ice bath and stirred at room temperature over night. To the reaction solution, 4.15 g of 3-tert-butyl-1-methyl-6,6-di(3-trifluoromethyl-phenyl)fulvene (9.50 mm... Starting materials: COC1=C(OCC(=O)O)C=CC=C1 (2-methoxyphenoxyacetic acid), C(C)(C)OC(C)C (diisopropyl ether), [N+](=O)(O)[O-].O([N+](=O)[O-])CCN (nitroxyethylamine nitrate). The product is O([N+](=O)[O-])CCNC(COC1=C(C=CC=C1)OC)=O (N-(2-Nitroxyethyl)-2-methoxyphenoxyacetamide). Yield: 28.2%. Reaction SMILES: [CH3:1][O:2][C:3]1[CH:13]=[CH:12][CH:11]=[CH:10][C:4]=1[O:5][CH2:6][C:7]([OH:9])=O.[N+]([O-])(O)=O.[O:18]([CH2:22][CH2:23][NH2:24])[N+:19]([O-:21])=[O:20].C(OC(C)C)(C)C>>[O:18]([CH2:22][CH2:23][NH:24][C:7](=[O:9])[CH2:6][O:5][C:4]1[CH:10]=[CH:11][CH:12]=[CH:13][C:3]=1[O:2][CH3:1])[N+:19]([O-:21])=[O:20] |f:1.2|. Procedure: Following a similar treatment to that in Example 2 and using 0.77 g of 2-methoxyphenoxyacetic acid and 0.60 g of nitroxyethylamine nitrate, 0.27 g of the title compound was obtained as colorless needles (solvent for recrystallization; diisopropyl ether).